From a dataset of the Open Reaction Database (ORD), a public repository of structured organic reaction records. describe an organic reaction: reactants, conditions, products, and yield The reactants are ClC1=NC(=CC(=C1)OC1=C(C=CC=C1F)F)Cl (2,6-dichloro-4-(2,6-difluorophenoxy)pyridine), CC=1N=C(SC1)N (4-methylthiazol-2-amine), P(=O)([O-])([O-])[O-].[K+].[K+].[K+] (potassium phosphate), CC1(C2=CC=CC(=C2OC=2C(=CC=CC12)P(C1=CC=CC=C1)C1=CC=CC=C1)P(C1=CC=CC=C1)C1=CC=CC=C1)C (9,9-dimethyl-4,5-bis(diphenylphosphino)xanthene). Reagents/catalysts: C=1C=CC(=CC1)/C=C/C(=O)/C=C/C2=CC=CC=C2.C=1C=CC(=CC1)/C=C/C(=O)/C=C/C2=CC=CC=C2.C=1C=CC(=CC1)/C=C/C(=O)/C=C/C2=CC=CC=C2.[Pd].[Pd] (tris(dibenzylideneacetone)dipalladium). Solvent: C1(=CC=CC=C1)C (toluene), O (water). Run at temperature 90 celsius. Yields the product ClC1=CC(=CC(=N1)NC=1SC=C(N1)C)OC1=C(C=CC=C1F)F (N-(6-chloro-4-(2,6-difluorophenoxy)pyridin-2-yl)-4-methylthiazol-2-amine). As a reaction SMILES: Cl[C:2]1[CH:7]=[C:6]([O:8][C:9]2[C:14]([F:15])=[CH:13][CH:12]=[CH:11][C:10]=2[F:16])[CH:5]=[C:4]([Cl:17])[N:3]=1.[CH3:18][C:19]1[N:20]=[C:21]([NH2:24])[S:22][CH:23]=1.P([O-])([O-])([O-])=O.[K+].[K+].[K+].CC1(C)C2C=CC=C(P(C3C=CC=CC=3)C3C=CC=CC=3)C=2OC2C1=CC=CC=2P(C1C=CC=CC=1)C1C=CC=CC=1>C1(C)C=CC=CC=1.O.C1C=CC(/C=C/C(/C=C/C2C=CC=CC=2)=O)=CC=1.C1C=CC(/C=C/C(/C=C/C2C=CC=CC=2)=O)=CC=1.C1C=CC(/C=C/C(/C=C/C2C=CC=CC=2)=O)=CC=1.[Pd].[Pd]>[Cl:17][C:4]1[N:3]=[C:2]([NH:24][C:21]2[S:22][CH:23]=[C:19]([CH3:18])[N:20]=2)[CH:7]=[C:6]([O:8][C:9]2[C:14]([F:15])=[CH:13][CH:12]=[CH:11][C:10]=2[F:16])[CH:5]=1 |f:2.3.4.5,9.10.11.12.13|. Reported procedure: A mixture of 2,6-dichloro-4-(2,6-difluorophenoxy)pyridine (552 mg, 2.0 mmol), 4-methylthiazol-2-amine (228 mg, 2.0 mmol), potassium phosphate (466 mg, 2.20 mmol), tris(dibenzylideneacetone)dipalladium (0) (0.092 g, 0.100 mmol) and 9,9-dimethyl-4,5-bis(diphenylphosphino)xanthene (0.167 g, 0.100 mmol) in degassed toluene (5 mL) and water (2 mL) is heated at 90° C. for 12 hours and then cooled to room temperature. The reaction mixture is partitioned between water and ethyl acetate to afford N-(6-ch... Reactants: NC1=C(N=C2N1C=CC1=CC=CC=C21)C2=C(C=CC=C2)C (3-amino-2-(2-methylphenyl)imidazo[2,1-a]isoquinoline), NC1=C(N=C2N1C=CC1=CC=CC=C21)C2=C(C=CC=C2)C (3-amino-2-(2-methylphenyl)imidazo[2,1-a]isoquinoline), [H-].[Na+] (sodium hydride), CCCCCC (hexane), BrC(C)C1=CC=CC=C1 ((1-bromoethyl)benzene). Run in O (water), CN(C=O)C (N,N-dimethylformamide), CN(C=O)C (N,N-dimethylformamide), CN(C=O)C (N,N-dimethylformamide). Conditions: time 1 hour. Yields the product CC1=C(C=CC=C1)C=1N=C2N(C=CC3=CC=CC=C23)C1NC(C)C1=CC=CC=C1 (2-(2-Methylphenyl)-3-[(1-phenylethyl)amino]imidazo[2,1-a]isoquinoline). Isolated yield 76.8%. Reaction SMILES: [NH2:1][C:2]1[N:6]2[CH:7]=[CH:8][C:9]3[C:14]([C:5]2=[N:4][C:3]=1[C:15]1[CH:20]=[CH:19][CH:18]=[CH:17][C:16]=1[CH3:21])=[CH:13][CH:12]=[CH:11][CH:10]=3.[H-].[Na+].CCCCCC.Br[CH:31]([C:33]1[CH:38]=[CH:37][CH:36]=[CH:35][CH:34]=1)[CH3:32]>CN(C)C=O.O>[CH3:21][C:16]1[CH:17]=[CH:18][CH:19]=[CH:20][C:15]=1[C:3]1[N:4]=[C:5]2[C:14]3[C:9](=[CH:10][CH:11]=[CH:12][CH:13]=3)[CH:8]=[CH:7][N:6]2[C:2]=1[NH:1][CH:31]([C:33]1[CH:38]=[CH:37][CH:36]=[CH:35][CH:34]=1)[CH3:32] |f:1.2|. Reported procedure: A solution of 5 g of 3-amino-2-(2-methylphenyl)imidazo[2,1-a]isoquinoline (Compound 3) in 30 ml of dry N,N-dimethylformamide was added dropwise to a solution of 1.2 g of sodium hydride in oil (prewashed with hexane) in 10 ml of dry N,N-dimethylformamide over 30 minutes under dry argon atmosphere at room temperature. After the mixture was stirred for further 1 hour, a solution of 4.1 g of (1-bromoethyl)benzene in 30 ml of dry N,N-dimethylformamide was added dropwise. When addition was complete, t... RXN SMILES: C(NC(C)C)(C)C.C([Li])CCC.CCCCCC.C([N-]C(C)C)(C)C.[Li+].[S:27]1[CH:31]=[CH:30][CH:29]=[C:28]1[CH:32]([N+:35]#[C-:36])[CH2:33][CH3:34].[CH3:37][O:38][C:39]1[CH:40]=[C:41]([S:49][CH2:50][CH2:51]Cl)[CH:42]=[C:43]([O:47][CH3:48])[C:44]=1[O:45][CH3:46]>O1CCCC1.CCOCC.C(O)(=O)C>[CH2:33]([C:32]([N+:35]#[C-:36])([C:28]1[S:27][CH:31]=[CH:30][CH:29]=1)[CH2:51][CH2:50][S:49][C:41]1[CH:40]=[C:39]([O:38][CH3:37])[C:44]([O:45][CH3:46])=[C:43]([O:47][CH3:48])[CH:42]=1)[CH3:34] |f:1.2,3.4|. Reactants: COC=1C=C(C=C(C1OC)OC)SCCCl (2-(3,4,5-trimethoxyphenylthio)ethyl chloride), C(C)(C)NC(C)C (diisopropylamine), C(CCC)[Li].CCCCCC (n-butyl lithium hexane), C(C)(C)[N-]C(C)C.[Li+] (lithium diisopropylamide), S1C(=CC=C1)C(CC)[N+]#[C-] (1-(2-thienyl)propyl isocyanide). Product: C(C)C(CCSC1=CC(=C(C(=C1)OC)OC)OC)(C=1SC=CC1)[N+]#[C-] (1-ethyl-3-(3,4,5-trimethoxyphenylthio)-1-(2-thienyl)propyl isocyanide). Procedure details: A solution of diisopropylamine (2.65 g) in tetrahydrofuran is cooled to -60° C. and 1.6M n-butyl lithium/hexane solution (14 ml) is added dropwise thereto in nitrogen atmosphere. The mixture is stirred at the same temperature, whereby the solution containing lithium diisopropylamide is obtained. A solution of 1-(2-thienyl)propyl isocyanide (2.8 g) in tetrahydrofuran is added dropwise to the solution obtained above at -60° C. and the mixture is stirred at the same temperature for 20 minutes. A so... Isolated yield 74.4%. The solvent is O1CCCC1 (tetrahydrofuran), CCOCC (ether), C(C)(=O)O (Acetic acid), O1CCCC1 (tetrahydrofuran), O1CCCC1 (tetrahydrofuran). Starting materials: N1=CC=CC2=CC=CC(=C12)B(O)O (8-quinoline boronic acid), BrC=1C=CC(=C(C1)NC(COCC(=O)NC1=C(C(=O)O)C=C(C=C1)Cl)=O)C (2-[((2-[(5-bromo-2-methylphenyl)amino]-2-oxoethoxy)acetyl)amino]-5-chlorobenzoic acid), methyl ester. The product is ClC=1C=CC(=C(C(=O)O)C1)NC(COCC(=O)NC1=C(C=CC(=C1)C=1C=CC=C2C=CC=NC12)C)=O (5-chloro-2-([(2-([2-methyl-5-(quinolin-8-yl)phenyl]amino)-2-oxoethoxy)acetyl]amino)benzoic acid). RXN SMILES: [N:1]1[C:10]2[C:5](=[CH:6][CH:7]=[CH:8][C:9]=2B(O)O)[CH:4]=[CH:3][CH:2]=1.Br[C:15]1[CH:16]=[CH:17][C:18]([CH3:40])=[C:19]([NH:21][C:22](=[O:39])[CH2:23][O:24][CH2:25][C:26]([NH:28][C:29]2[CH:37]=[CH:36][C:35]([Cl:38])=[CH:34][C:30]=2[C:31]([OH:33])=[O:32])=[O:27])[CH:20]=1>>[Cl:38][C:35]1[CH:36]=[CH:37][C:29]([NH:28][C:26](=[O:27])[CH2:25][O:24][CH2:23][C:22]([NH:21][C:19]2[CH:20]=[C:15]([C:9]3[CH:8]=[CH:7][CH:6]=[C:5]4[C:10]=3[N:1]=[CH:2][CH:3]=[CH:4]4)[CH:16]=[CH:17][C:18]=2[CH3:40])=[O:39])=[C:30]([CH:34]=1)[C:31]([OH:33])=[O:32]. Procedure: Using the same method as in Example 19-(ii), 8-quinoline boronic acid was reacted with the 2-[((2-[(5-bromo-2-methylphenyl)amino]-2-oxoethoxy)acetyl)amino]-5-chlorobenzoic acid.methyl ester obtained in Example 38-(i) to give 5-chloro-2-([(2-([2-methyl-5-(quinolin-8-yl)phenyl]amino)-2-oxoethoxy)acetyl]amino)benzoic acid.methyl ester (yield: 53%).